This data is from the Open Reaction Database (ORD), a public repository of structured organic reaction records. The task is: describe an organic reaction: reactants, conditions, products, and yield Reactants: C(C1=CC=CC=C1)OC(=O)N1[C@@H](C(=S)O)[C@@H](CC1)C ((trans)-1-benzyloxycarbonyl-3-methylthio-D,L-proline), Br (hydrobromic acid). The solvent is C(C)(=O)O (acetic acid). Run at time 1 hour. Yields the product C[C@H]1[C@@H](NCC1)C(=S)O ((trans)-3-methylthio-D,L-proline). RXN SMILES: C(OC([N:11]1[CH2:18][CH2:17][C@@H:16]([CH3:19])[C@@H:12]1[C:13]([OH:15])=[S:14])=O)C1C=CC=CC=1.Br>C(O)(=O)C>[CH3:19][C@@H:16]1[CH2:17][CH2:18][NH:11][C@H:12]1[C:13]([OH:15])=[S:14]. Procedure details: 8.4 g. (0.024 mole) of (trans)-1-benzyloxycarbonyl-3-methylthio-D,L-proline are treated with 45 ml. of 4 N hydrobromic acid in acetic acid. After stirring for one hour at room temperature the solution is dried in vacuo. A small amount of water is added and this is washed twice with ether. The aqueous solution is applied to a column containing 300 ml. of an ion-exchange resin and water is passed through until the eluate is no longer strongly acidic. The product is then eluted with pH 6.5 (aqueous... The reactants are C([O-])([O-])=O.[Na+].[Na+] (sodium carbonate), CN(C=O)C (N,N-dimethylformamide), P(=O)(Cl)(Cl)Cl (phosphoryl chloride), ClC1=CC=C(C=N1)CN1C=2C(CCC1)OC(C2)=O (4-[(6-chloropyridin-3-yl)methyl]-5,6,7,7a-tetrahydrofuro[3,2-b]pyridin-2(4H)-one). Reaction conditions: time 2 hour. Yields the product C(=O)C=1C(OC2C1N(CCC2)CC=2C=NC(=CC2)Cl)=O (3-Formyl-4-[(6-chloropyridin-3-yl)methyl]-5,6,7,7a-tetrahydrofuro [3,2-b]-pyridin-2(4H)-one). RXN SMILES: CN(C)[CH:3]=[O:4].P(Cl)(Cl)(Cl)=O.[Cl:11][C:12]1[N:17]=[CH:16][C:15]([CH2:18][N:19]2[CH2:24][CH2:23][CH2:22][CH:21]3[O:25][C:26](=[O:28])[CH:27]=[C:20]23)=[CH:14][CH:13]=1.C(=O)([O-])[O-].[Na+].[Na+]>>[CH:3]([C:27]1[C:26](=[O:28])[O:25][CH:21]2[CH2:22][CH2:23][CH2:24][N:19]([CH2:18][C:15]3[CH:16]=[N:17][C:12]([Cl:11])=[CH:13][CH:14]=3)[C:20]=12)=[O:4] |f:3.4.5|. Procedure details: With ice-cooling, 1.89 ml (24.56 mmol) of N,N-dimethylformamide and 0.28 ml (3.02 mmol) of phosphoryl chloride are initially charged, and after one hour 500 mg (1.89 mmol) of 4-[(6-chloropyridin-3-yl)methyl]-5,6,7,7a-tetrahydrofuro[3,2-b]pyridin-2(4H)-one (1-2) are added. The mixture is then stirred at room temperature for two hours. The reaction mixture is then made alkaline using sodium carbonate, and the precipitated solid is filtered off and washed with water. This gives 0.33 g (56% of theor... Starting materials: C(C)OC(C(C)OC=1C=CC(=C2C=CC=NC12)C=C1C(NC2=CC=CC=C12)=O)=O (2-[5-(2-oxindol-3-ylidenemethyl)quinol-8-yloxy]propionic acid ethyl ester), [OH-].[Na+] (sodium hydroxide). Run in O1CCOCC1 (dioxane). Reaction conditions: time 1 hour. Yields the product [Na+].N1C(C(C2=CC=CC=C12)=CC1=C2C=CC=NC2=C(C=C1)OC(C(=O)[O-])C)=O (2-[5-(2-oxindol-3-ylidenemethyl)quinol-8-yloxy]propionic acid sodium salt). Yield: 73.8%. As a reaction SMILES: C([O:3][C:4](=[O:29])[CH:5]([O:7][C:8]1[CH:9]=[CH:10][C:11]([CH:18]=[C:19]2[C:27]3[C:22](=[CH:23][CH:24]=[CH:25][CH:26]=3)[NH:21][C:20]2=[O:28])=[C:12]2[C:17]=1[N:16]=[CH:15][CH:14]=[CH:13]2)[CH3:6])C.[OH-].[Na+:31]>O1CCOCC1>[Na+:31].[NH:21]1[C:22]2[C:27](=[CH:26][CH:25]=[CH:24][CH:23]=2)[C:19](=[CH:18][C:11]2[CH:10]=[CH:9][C:8]([O:7][CH:5]([CH3:6])[C:4]([O-:29])=[O:3])=[C:17]3[C:12]=2[CH:13]=[CH:14][CH:15]=[N:16]3)[C:20]1=[O:28] |f:1.2,4.5|. Procedure details: To a suspension of 2-[5-(2-oxindol-3-ylidenemethyl)quinol-8-yloxy]propionic acid ethyl ester (150 mg, 0.39 mmol) in dioxane (15 ml) was added dropwise 2N sodium hydroxide (1.0 ml, 2 mmol) and the reaction mixture was stirred for another 1 h at room temperature. The crystalline precipitate was filtered and dried to give pure title compound in 73.8% yield (110 mg). Starting materials: CCOC(=O)C=C(C)C=CC(F)=C(CC)c1cc2c(c(Cl)c1OCC)C(C)(C)CC=C2C(C)C, [Na+], [OH-]. Product: CCOc1c(C(CC)=C(F)C=CC(C)=CC(=O)O)cc2c(c1Cl)C(C)(C)CC=C2C(C)C. As a reaction SMILES: [Cl:1][c:2]1[c:3]([O:32][CH2:33][CH3:34])[c:4]([C:17](=[C:18]([CH:19]=[CH:20][C:21](=[CH:22][C:23](=[O:24])[O:25][CH2:26][CH3:27])[CH3:28])[F:29])[CH2:30][CH3:31])[cH:5][c:6]2[c:11]1[C:10]([CH3:12])([CH3:13])[CH2:9][CH:8]=[C:7]2[CH:14]([CH3:15])[CH3:16].[Na+:36].[OH-:35]>>[Cl:1][c:2]1[c:3]([O:32][CH2:33][CH3:34])[c:4]([C:17](=[C:18]([CH:19]=[CH:20][C:21](=[CH:22][C:23](=[O:24])[OH:25])[CH3:28])[F:29])[CH2:30][CH3:31])[cH:5][c:6]2[c:11]1[C:10]([CH3:12])([CH3:13])[CH2:9][CH:8]=[C:7]2[CH:14]([CH3:15])[CH3:16]. Reactants: COC(=O)C1=C(C)NC(C)=C(C(=O)OC(C)C)C1c1cccc(NO)c1, O=Cc1cccc(C(F)(F)F)c1. Yields the product COC(=O)C1=C(C)NC(C)=C(C(=O)OC(C)C)C1c1cccc([N+]([O-])=Cc2cccc(C(F)(F)F)c2)c1. As a reaction SMILES: [CH3:1][C:2]1=[C:7]([C:8](=[O:9])[O:10][CH3:11])[CH:6]([c:12]2[cH:13][c:14]([NH:18][OH:19])[cH:15][cH:16][cH:17]2)[C:5]([C:20](=[O:21])[O:22][CH:23]([CH3:24])[CH3:25])=[C:4]([CH3:26])[NH:3]1.[F:27][C:28]([c:29]1[cH:30][c:31]([CH:35]=[O:36])[cH:32][cH:33][cH:34]1)([F:37])[F:38]>>[CH3:1][C:2]1=[C:7]([C:8](=[O:9])[O:10][CH3:11])[CH:6]([c:12]2[cH:13][c:14]([N+:18]([O-:19])=[CH:35][c:31]3[cH:30][c:29]([C:28]([F:27])([F:37])[F:38])[cH:34][cH:33][cH:32]3)[cH:15][cH:16][cH:17]2)[C:5]([C:20](=[O:21])[O:22][CH:23]([CH3:24])[CH3:25])=[C:4]([CH3:26])[NH:3]1. The reactants are BrN1C(CCC1=O)=O (N-bromosuccinimide), COC(=O)C1(CCOCC1)C1=CC=C(C=C1)N (4-(4-amino-phenyl)-tetrahydro-pyran-4-carboxylic acid methyl ester), CCOC(=O)C (EtOAc). Run in C(Cl)Cl.CC#N (DCM CH3CN), C(Cl)Cl.CC#N (DCM CH3CN). Reaction conditions: temperature 0 celsius, time 0.5 hour. Yields the product COC(=O)C1(CCOCC1)C1=CC(=C(C=C1)N)Br (4-(4-Amino-3-bromo-phenyl)-tetrahydro-pyran-4-carboxylic acid methyl ester). The yield is 84.0%. Reaction SMILES: [CH3:1][O:2][C:3]([C:5]1([C:11]2[CH:16]=[CH:15][C:14]([NH2:17])=[CH:13][CH:12]=2)[CH2:10][CH2:9][O:8][CH2:7][CH2:6]1)=[O:4].[Br:18]N1C(=O)CCC1=O.CCOC(C)=O>C(Cl)Cl.CC#N>[CH3:1][O:2][C:3]([C:5]1([C:11]2[CH:12]=[CH:13][C:14]([NH2:17])=[C:15]([Br:18])[CH:16]=2)[CH2:6][CH2:7][O:8][CH2:9][CH2:10]1)=[O:4] |f:3.4|. Procedure: To a solution of 4-(4-amino-phenyl)-tetrahydro-pyran-4-carboxylic acid methyl ester (as prepared in the previous step, 1.65 g, 7.01 mmol) in 100 mL of 1:1 DCM/CH3CN at 0° C. was slowly added N-bromosuccinimide (NBS) (1.25 g, 7.01 mmol) in 25 mL of 1:1 DCM/CH3CN under Ar. After stirring at 0° C. for 0.5 h, the mixture was treated with 50 mL of EtOAc and washed with H2O (2×30 mL) and brine H2O (20 mL). The organic layer was dried (Na2SO4) and concentrated in vacuo. The residue was purified by flas... The reactants are ClCCl, CN(C)C=O, C=C[Sn](CCCC)(CCCC)CCCC, CCN(C(C)C)C(C)C, [Cl-], [F-], [K+], [Li+], Nc1cnc(Br)cn1, c1ccc(P(c2ccccc2)(c2ccccc2)[Pd](P(c2ccccc2)(c2ccccc2)c2ccccc2)(P(c2ccccc2)(c2ccccc2)c2ccccc2)P(c2ccccc2)(c2ccccc2)c2ccccc2)cc1. Yields the product C=Cc1cnc(N)cn1. RXN SMILES: [CH2:42]([Cl:43])[Cl:44].[CH3:37][N:38]([CH3:39])[CH:40]=[O:41].[CH:20]([Sn:21]([CH2:22][CH2:23][CH2:24][CH3:25])([CH2:26][CH2:27][CH2:28][CH3:29])[CH2:30][CH2:31][CH2:32][CH3:33])=[CH2:34].[CH:9]([CH3:10])([N:11]([CH2:12][CH3:13])[CH:14]([CH3:15])[CH3:16])[CH3:17].[Cl-:19].[F-:35].[K+:36].[Li+:18].[NH2:1][c:2]1[n:3][cH:4][c:5]([Br:8])[n:6][cH:7]1.[cH:45]1[cH:46][cH:47][c:48]([P:49]([Pd:50]([P:51]([c:52]2[cH:53][cH:54][cH:55][cH:56][cH:57]2)([c:58]2[cH:59][cH:60][cH:61][cH:62][cH:63]2)[c:64]2[cH:65][cH:66][cH:67][cH:68][cH:69]2)([P:70]([c:71]2[cH:72][cH:73][cH:74][cH:75][cH:76]2)([c:77]2[cH:78][cH:79][cH:80][cH:81][cH:82]2)[c:83]2[cH:84][cH:85][cH:86][cH:87][cH:88]2)[P:89]([c:90]2[cH:91][cH:92][cH:93][cH:94][cH:95]2)([c:96]2[cH:97][cH:98][cH:99][cH:100][cH:101]2)[c:102]2[cH:103][cH:104][cH:105][cH:106][cH:107]2)([c:108]2[cH:109][cH:110][cH:111][cH:112][cH:113]2)[c:114]2[cH:115][cH:116][cH:117][cH:118][cH:119]2)[cH:120][cH:121]1>>[NH2:1][c:2]1[n:3][cH:4][c:5]([CH:9]=[CH2:10])[n:6][cH:7]1.